Dataset: the Open Reaction Database (ORD), a public repository of structured organic reaction records. Task: describe an organic reaction: reactants, conditions, products, and yield Reactants: ClCCl (dichloromethane), 0.1, Cl.Cl.N[C@H]1[C@@H]2N(C(=C(CS2)CSC2=NN=NN2CCN(C)C)C(=O)O)C1=O (7β-amino-3-[[[1-(2-dimethylaminoethyl)-1H-tetrazol-5-yl]thio]methyl]ceph-3-em-4-carboxylic acid.dihydrochloride), C(C)(=O)[O-].[K+] (potassium acetate), CC(CC(=O)OC(C)I)CC (1-iodoethyl 3-methylvalerate). Solvent: CN(C=O)C (dimethylformamide). Run at temperature 0 celsius. Product: Cl.Cl.N[C@H]1[C@@H]2N(C(=C(CS2)CSC2=NN=NN2CCN(C)C)C(=O)OC(C)OC(CC(CC)C)=O)C1=O (1-(3-methylpentanoyloxy)ethyl 7β-amino-3-[[[1-(2-dimethylaminoethyl)-1H-tetrazol-5-yl]thio]methyl]ceph-3-em-4-carboxylate.dihydrochloride). Reaction SMILES: [ClH:1].Cl.[NH2:3][C@@H:4]1[C:26](=[O:27])[N:6]2[C:7]([C:23]([OH:25])=[O:24])=[C:8]([CH2:11][S:12][C:13]3[N:17]([CH2:18][CH2:19][N:20]([CH3:22])[CH3:21])[N:16]=[N:15][N:14]=3)[CH2:9][S:10][C@H:5]12.C([O-])(=O)C.[K+].[CH3:33][CH:34]([CH2:42][CH3:43])[CH2:35][C:36]([O:38][CH:39](I)[CH3:40])=[O:37].[Cl:44]CCl>CN(C)C=O>[ClH:44].[ClH:1].[NH2:3][C@@H:4]1[C:26](=[O:27])[N:6]2[C:7]([C:23]([O:25][CH:39]([O:38][C:36](=[O:37])[CH2:35][CH:34]([CH3:33])[CH2:42][CH3:43])[CH3:40])=[O:24])=[C:8]([CH2:11][S:12][C:13]3[N:17]([CH2:18][CH2:19][N:20]([CH3:22])[CH3:21])[N:16]=[N:15][N:14]=3)[CH2:9][S:10][C@H:5]12 |f:0.1.2,3.4,8.9.10|. Reported procedure: To a solution of 4.22 g of 7β-amino-3-[[[1-(2-dimethylaminoethyl)-1H-tetrazol-5-yl]thio]methyl]ceph-3-em-4-carboxylic acid.dihydrochloride in 60 ml of dimethylformamide, 1.67 g of potassium acetate was added and the mixture was cooled to 0° C. with stirring. To the mixture, 5.0 g of 1-iodoethyl 3-methylvalerate was added dropwise, and the mixture was stirred at 0° C. for 5 minutes. The reaction mixture was then poured into a mixture of 60 ml of dichloromethane and 60 ml of 0.1 NHCl, and the aque... Reactants: Cc1ccc(C(=O)Cl)cc1, CCOC(=N)N1Cc2ccccc2-c2ccccc2C1. Product: CCOC(=NC(=O)c1ccc(C)cc1)N1Cc2ccccc2-c2ccccc2C1. RXN SMILES: [c:21]1([CH3:30])[cH:22][cH:23][c:24]([C:27](=[O:28])[Cl:29])[cH:25][cH:26]1.[cH:1]1[cH:2][cH:3][cH:4][c:5]2[c:11]1-[c:10]1[c:9]([cH:15][cH:14][cH:13][cH:12]1)[CH2:8][N:7]([C:16]([O:17][CH2:18][CH3:19])=[NH:20])[CH2:6]2>>[cH:1]1[cH:2][cH:3][cH:4][c:5]2[c:11]1-[c:10]1[c:9]([cH:15][cH:14][cH:13][cH:12]1)[CH2:8][N:7]([C:16]([O:17][CH2:18][CH3:19])=[N:20][C:27]([c:24]1[cH:23][cH:22][c:21]([CH3:30])[cH:26][cH:25]1)=[O:28])[CH2:6]2. Starting materials: primary amine, secondary amine, C(C1=CC=CC=C1)NCC1=CC=CC=C1 (dibenzylamine). Reagents/catalysts: [Pt] (platinum on carbon), [Rh] (rhodium on carbon). Run in C(C1=CC=CC=C1)#N (benzonitrile). The product is C(C1=CC=CC=C1)N (benzylamine), C(C1=CC=CC=C1)NCC1=CC=CC=C1 (dibenzylamine). Isolated yield 50.0%. As a reaction SMILES: [CH2:1]([NH:8][CH2:9][C:10]1[CH:15]=[CH:14][CH:13]=[CH:12][CH:11]=1)[C:2]1[CH:7]=[CH:6][CH:5]=[CH:4][CH:3]=1>[Pt].[Rh].C(#N)C1C=CC=CC=1>[CH2:1]([NH2:8])[C:2]1[CH:7]=[CH:6][CH:5]=[CH:4][CH:3]=1.[CH2:9]([NH:8][CH2:1][C:2]1[CH:7]=[CH:6][CH:5]=[CH:4][CH:3]=1)[C:10]1[CH:15]=[CH:14][CH:13]=[CH:12][CH:11]=1. Procedure: in a batch process, the above reactions compete for reactants and a variety of reaction products are formed. Many means have been employed to minimize the extent of these reactions including reduction in very dilute organic solvent solutions, solvent selection and catalyst selection. Rylander et al. disclose, in U.S. Pat. No. 3,117,162 and Annals N.Y. Acad. Sci. 214:100-109(1973), a batch process for the reduction of benzonitrile in dilute organic solvent solutions such as hexane, octane, ethano...